From a dataset of the Open Reaction Database (ORD), a public repository of structured organic reaction records. describe an organic reaction: reactants, conditions, products, and yield The reactants are CS(=O)(=O)c1nc(-c2ccccc2F)c2ccc(=O)n(-c3ccccc3F)c2n1, NC(CO)CO. Product: O=c1ccc2c(-c3ccccc3F)nc(NC(CO)CO)nc2n1-c1ccccc1F. RXN SMILES: [F:1][c:2]1[c:3](-[c:8]2[c:9]3[c:10]([n:11][c:12]([S:14]([CH3:15])(=[O:16])=[O:17])[n:13]2)[n:18](-[c:23]2[c:24]([F:29])[cH:25][cH:26][cH:27][cH:28]2)[c:19](=[O:22])[cH:20][cH:21]3)[cH:4][cH:5][cH:6][cH:7]1.[NH2:30][CH:31]([CH2:32][OH:33])[CH2:34][OH:35]>>[F:1][c:2]1[c:3](-[c:8]2[c:9]3[c:10]([n:11][c:12]([NH:30][CH:31]([CH2:32][OH:33])[CH2:34][OH:35])[n:13]2)[n:18](-[c:23]2[c:24]([F:29])[cH:25][cH:26][cH:27][cH:28]2)[c:19](=[O:22])[cH:20][cH:21]3)[cH:4][cH:5][cH:6][cH:7]1. Starting materials: BrC1=CC=C(C=C1)[C@H](C)N(C(OC(C)(C)C)=O)CCCC(C1=CC=CC=C1)=O ((S)-tert-butyl 1-(4-bromophenyl)ethyl(4-oxo-4-phenylbutyl)carbamate), C(C)(C)(C)[S@@](=O)N ((R)-t-Butylsulfinamide), Ti(OEt)4. Solvent: C1CCOC1 (THF). Yields the product BrC1=CC=C(C=C1)[C@H](C)N(C(OC(C)(C)C)=O)CCC\C(\C1=CC=CC=C1)=N/[S@](=O)C(C)(C)C (tert-butyl (S)-1-(4-bromophenyl)ethyl((E)-4-((R)-tert-butylsulfinylimino)-4-phenylbutyl)carbamate). The yield is 51.0%. Reaction SMILES: [Br:1][C:2]1[CH:7]=[CH:6][C:5]([C@@H:8]([N:10]([CH2:18][CH2:19][CH2:20][C:21](=O)[C:22]2[CH:27]=[CH:26][CH:25]=[CH:24][CH:23]=2)[C:11](=[O:17])[O:12][C:13]([CH3:16])([CH3:15])[CH3:14])[CH3:9])=[CH:4][CH:3]=1.[C:29]([S@:33]([NH2:35])=[O:34])([CH3:32])([CH3:31])[CH3:30]>C1COCC1>[Br:1][C:2]1[CH:7]=[CH:6][C:5]([C@@H:8]([N:10]([CH2:18][CH2:19][CH2:20]/[C:21](=[N:35]\[S@@:33]([C:29]([CH3:32])([CH3:31])[CH3:30])=[O:34])/[C:22]2[CH:27]=[CH:26][CH:25]=[CH:24][CH:23]=2)[C:11](=[O:17])[O:12][C:13]([CH3:16])([CH3:15])[CH3:14])[CH3:9])=[CH:4][CH:3]=1. Procedure: (S)-tert-butyl 1-(4-bromophenyl)ethyl(4-oxo-4-phenylbutyl)carbamate (3.14 g, 7.04 mmol), (R)-t-Butylsulfinamide, Ti(OEt)4 (125 μL, 1.5 equiv) were mixed with dry THF (80 mL) and heated at reflux for overnight. LC-MS found most of starting material was consumed. The mixture was diluted with ether (200 mL), washed with water (50 mL), brine (30 mL), dried over Na2SO4. After filtration and concentration, the residue was purified by chromatography on a 120-g silica gel cartridge, eluted with a 10˜35%... Reactants: Nc1cccc([N+](=O)[O-])c1, Nc1cccnc1Cl. The product is Nc1cccnc1Nc1cccc([N+](=O)[O-])c1. Reaction SMILES: [N+:9](=[O:10])([O-:11])[c:12]1[cH:13][c:14]([NH2:15])[cH:16][cH:17][cH:18]1.[NH2:1][c:2]1[c:3]([Cl:8])[n:4][cH:5][cH:6][cH:7]1>>[NH2:1][c:2]1[c:3]([NH:15][c:14]2[cH:13][c:12]([N+:9](=[O:10])[O-:11])[cH:18][cH:17][cH:16]2)[n:4][cH:5][cH:6][cH:7]1. Starting materials: COC(=O)c1ccccc1N1CCCC(CN2C(=O)c3ccccc3C2=O)C1, CO, NN, O, O. Product: COC(=O)c1ccccc1N1CCCC(CN)C1. RXN SMILES: [CH3:1][O:2][C:3](=[O:4])[c:5]1[c:6]([N:11]2[CH2:12][CH:13]([CH2:17][N:18]3[C:19](=[O:20])[c:21]4[cH:22][cH:23][cH:24][cH:25][c:26]4[C:27]3=[O:28])[CH2:14][CH2:15][CH2:16]2)[cH:7][cH:8][cH:9][cH:10]1.[CH3:32][OH:33].[NH2:30][NH2:31].[OH2:29].[OH2:34]>>[CH3:1][O:2][C:3](=[O:4])[c:5]1[c:6]([N:11]2[CH2:12][CH:13]([CH2:17][NH2:18])[CH2:14][CH2:15][CH2:16]2)[cH:7][cH:8][cH:9][cH:10]1. Reactants: CS(=O)(=O)OC1CC(CCC1)C1=NC(=C(N=C1)NC(C(C)(C)C)=O)Br ((+/−)-3-(6-bromo-5-pivalamidopyrazin-2-yl)cyclohexyl methanesulfonate), C(C1=CC=CC=C1)NC(=O)C1=C(C=C(C=C1)B(O)O)F ((4-(benzylcarbamoyl)-3-fluorophenyl)boronic acid), COCCOC (DME), C(=O)([O-])[O-].[Na+].[Na+] (Na2CO3). Reagents/catalysts: C1=CC=C(C=C1)P([C-]2C=CC=C2)C3=CC=CC=C3.C1=CC=C(C=C1)P([C-]2C=CC=C2)C3=CC=CC=C3.Cl[Pd]Cl.[Fe+2] (PdCl2(dppf)). Solvent: CCOC(=O)C (EtOAc). Run at temperature 80 celsius. The product is CS(=O)(=O)O[C@@H]1C[C@@H](CCC1)C1=NC(=C(N=C1)NC(C(C)(C)C)=O)C1=CC(=C(C=C1)C(NCC1=CC=CC=C1)=O)F ((+/−)-(1S,3R)-3-(6-(4-(benzylcarbamoyl)-3-fluorophenyl)-5-pivalamidopyrazin-2-yl)cyclohexyl methanesulfonate). Yield: 101.0%. As a reaction SMILES: [CH3:1][S:2]([O:5][CH:6]1[CH2:11][CH2:10][CH2:9][CH:8]([C:12]2[CH:17]=[N:16][C:15]([NH:18][C:19](=[O:24])[C:20]([CH3:23])([CH3:22])[CH3:21])=[C:14](Br)[N:13]=2)[CH2:7]1)(=[O:4])=[O:3].[CH2:26]([NH:33][C:34]([C:36]1[CH:41]=[CH:40][C:39](B(O)O)=[CH:38][C:37]=1[F:45])=[O:35])[C:27]1[CH:32]=[CH:31][CH:30]=[CH:29][CH:28]=1.COCCOC.C([O-])([O-])=O.[Na+].[Na+]>CCOC(C)=O.C1C=CC(P(C2C=CC=CC=2)[C-]2C=CC=C2)=CC=1.C1C=CC(P(C2C=CC=CC=2)[C-]2C=CC=C2)=CC=1.Cl[Pd]Cl.[Fe+2]>[CH3:1][S:2]([O:5][C@H:6]1[CH2:11][CH2:10][CH2:9][C@@H:8]([C:12]2[CH:17]=[N:16][C:15]([NH:18][C:19](=[O:24])[C:20]([CH3:23])([CH3:22])[CH3:21])=[C:14]([C:39]3[CH:40]=[CH:41][C:36]([C:34](=[O:35])[NH:33][CH2:26][C:27]4[CH:28]=[CH:29][CH:30]=[CH:31][CH:32]=4)=[C:37]([F:45])[CH:38]=3)[N:13]=2)[CH2:7]1)(=[O:4])=[O:3] |f:3.4.5,7.8.9.10|. Procedure details: To cis racemate (+/−)-3-(6-bromo-5-pivalamidopyrazin-2-yl)cyclohexyl methanesulfonate (54 mg, 0.124 mmol) in 2.0 mL MW vial was added (4-(benzylcarbamoyl)-3-fluorophenyl)boronic acid (50.9 mg, 0.186 mmol), PdCl2(dppf) (9.10 mg, 0.012 mmol), DME (1166 μL) and 2M Na2CO3 solution (389 μL). The reaction mixture was heated at microwave synthesizer (12 min, 80° C.). The reaction mixture was diluted with EtOAc and washed with water three times, dried over Na2SO4, filtered and concentrated. The crude pr... Reactants: ClC1=NC2=CC=C(C=C2C=C1)O (2-chloroquinolin-6-ol), CC1(OB(OC1(C)C)C1=CCC(CC1)C(=O)OC)C (methyl 4-(4,4,5,5-tetramethyl-1,3,2-dioxaborolan-2-yl)cyclohex-3-enecarboxylate). Product: OC=1C=C2C=CC(=NC2=CC1)C1=CCC(CC1)C(=O)OC (methyl 4-(6-hydroxyquinolin-2-yl)cyclohex-3-enecarboxylate). Reaction SMILES: Cl[C:2]1[CH:11]=[CH:10][C:9]2[C:4](=[CH:5][CH:6]=[C:7]([OH:12])[CH:8]=2)[N:3]=1.CC1(C)C(C)(C)OB([C:21]2[CH2:26][CH2:25][CH:24]([C:27]([O:29][CH3:30])=[O:28])[CH2:23][CH:22]=2)O1>>[OH:12][C:7]1[CH:8]=[C:9]2[C:4](=[CH:5][CH:6]=1)[N:3]=[C:2]([C:21]1[CH2:26][CH2:25][CH:24]([C:27]([O:29][CH3:30])=[O:28])[CH2:23][CH:22]=1)[CH:11]=[CH:10]2. Procedure details: Followed Scheme 3: Starting Materials: 2-chloroquinolin-6-ol and methyl 4-(4,4,5,5-tetramethyl-1,3,2-dioxaborolan-2-yl)cyclohex-3-enecarboxylate. Starting materials: Cc1c(Br)c(C#N)nn1Cc1ccccc1, CCCO, CC(C)(C)C(=O)Nc1ccccc1B(O)O, COC(C)(C)C, [Na+], [Na+], O=C([O-])[O-], CC(=O)[O-], CC(=O)[O-], O, [Pd+2], c1ccc(P(c2ccccc2)c2ccccc2)cc1. Yields the product Cc1c(-c2ccccc2NC(=O)C(C)(C)C)c(C#N)nn1Cc1ccccc1. RXN SMILES: [CH2:1]([c:2]1[cH:3][cH:4][cH:5][cH:6][cH:7]1)[n:8]1[n:9][c:10]([C:15]#[N:16])[c:11]([Br:14])[c:12]1[CH3:13].[CH2:74]([OH:75])[CH2:76][CH3:77].[CH3:36][C:37]([C:38](=[O:39])[NH:40][c:41]1[c:42]([B:47]([OH:48])[OH:49])[cH:43][cH:44][cH:45][cH:46]1)([CH3:50])[CH3:51].[CH3:67][O:68][C:69]([CH3:70])([CH3:71])[CH3:72].[Na+:52].[Na+:53].[O-:54][C:55](=[O:56])[O-:57].[O-:59][C:60]([CH3:61])=[O:62].[O-:63][C:64]([CH3:65])=[O:66].[OH2:73].[Pd+2:58].[c:17]1([P:18]([c:19]2[cH:20][cH:21][cH:22][cH:23][cH:24]2)[c:25]2[cH:26][cH:27][cH:28][cH:29][cH:30]2)[cH:31][cH:32][cH:33][cH:34][cH:35]1>>[CH2:1]([c:2]1[cH:3][cH:4][cH:5][cH:6][cH:7]1)[n:8]1[n:9][c:10]([C:15]#[N:16])[c:11](-[c:42]2[c:41]([NH:40][C:38]([C:37]([CH3:36])([CH3:50])[CH3:51])=[O:39])[cH:46][cH:45][cH:44][cH:43]2)[c:12]1[CH3:13]. Starting materials: BrC1=CC=C(C=C1)B(O)O (4-bromophenylboronic acid), OC=1C=C(C(=O)OC)C=C(C1)O (methyl 3,5-dihydroxybenzoate), BrC1=CC=C(C=C1)B(O)O (4-bromophenylboronic acid), N1=CC=CC=C1 (pyridine). The reagents and catalysts are C(C)(=O)[O-].[Cu+2].C(C)(=O)[O-] (copper(II) acetate). Run in C(Cl)Cl (DCM). Conditions: time 72 hour. Yields the product COC(C1=CC(=CC(=C1)O)OC1=CC=C(C=C1)Br)=O (3-(4-Bromophenoxy)-5-hydroxybenzoic acid methyl ester). Yield: 22.1%. RXN SMILES: [OH:1][C:2]1[CH:3]=[C:4]([CH:9]=[C:10]([OH:12])[CH:11]=1)[C:5]([O:7][CH3:8])=[O:6].[Br:13][C:14]1[CH:19]=[CH:18][C:17](B(O)O)=[CH:16][CH:15]=1.N1C=CC=CC=1>C(Cl)Cl.C([O-])(=O)C.[Cu+2].C([O-])(=O)C>[CH3:8][O:7][C:5](=[O:6])[C:4]1[CH:3]=[C:2]([OH:1])[CH:11]=[C:10]([O:12][C:17]2[CH:18]=[CH:19][C:14]([Br:13])=[CH:15][CH:16]=2)[CH:9]=1 |f:4.5.6|. Reported procedure: To a solution of methyl 3,5-dihydroxybenzoate (8.0 g, 47.6 mmol) in DCM (800 mL) was added 4-bromophenylboronic acid (9.56 g, 47.6 mmol), copper(II) acetate (8.6 g, 47.6 mmol), 4 A molecular sieves (4 g), and pyridine (19.4 mL, 238.0 mmol). After stirring at rt for 72 h, more 4-bromophenylboronic acid (7 g, 35 mmol) was added and stirring continued for another 16 h. The solvent was evaporated and the reaction mixture was re-dissolved in diethyl ether. Washed with 1N HCl, brine, dried (MgSO4) and... Starting materials: C1(=CC=CC=C1)S(=O)(=O)CC1=CC=C(C(=C1C(=O)OC)OS(=O)(=O)C(F)(F)F)C1=COC=C1 (methyl 6-(benzenesulphonylmethyl)-3-(furan-3-yl)-2-(trifluoromethanesulphonyloxy)benzoate), C1(=CC=CC=C1)S(=O)(=O)CC1=CC=C(C(=C1C(=O)OC)OS(=O)(=O)C(F)(F)F)C1=COC=C1 (methyl 6-(benzenesulphonylmethyl)-3-(furan-3-yl)-2-(trifluoromethanesulphonyloxy)benzoate), C(C)(C)(C)OC(=O)NCCN (N-(t-butoxycarbonyl)ethylenediamine), C([O-])([O-])=O.[Cs+].[Cs+] (cesium carbonate), C1=CC=C(C=C1)P(C2=CC=CC=C2)C3=C(C4=CC=CC=C4C=C3)C5=C(C=CC6=CC=CC=C65)P(C7=CC=CC=C7)C8=CC=CC=C8 ((+/−)BINAP). The reagents and catalysts are C(C)(=O)[O-].[Pd+2].C(C)(=O)[O-] (palladium acetate). Solvent: C1(=CC=CC=C1)C (toluene). Run at temperature 100 celsius. Product: C1(=CC=CC=C1)S(=O)(=O)CC1=CC=C(C(=C1C(=O)OC)NCCNC(=O)OC(C)(C)C)C1=COC=C1 (methyl 6-(benzenesulphonylmethyl)-2-[2-(t-butoxycarbonylamino)ethylamino]-3-(furan-3-yl)benzoate). The yield is 45.1%. As a reaction SMILES: [C:1]1([S:7]([CH2:10][C:11]2[C:16]([C:17]([O:19][CH3:20])=[O:18])=[C:15](OS(C(F)(F)F)(=O)=O)[C:14]([C:29]3[CH:33]=[CH:32][O:31][CH:30]=3)=[CH:13][CH:12]=2)(=[O:9])=[O:8])[CH:6]=[CH:5][CH:4]=[CH:3][CH:2]=1.[C:34]([O:38][C:39]([NH:41][CH2:42][CH2:43][NH2:44])=[O:40])([CH3:37])([CH3:36])[CH3:35].C(=O)([O-])[O-].[Cs+].[Cs+].C1C=CC(P(C2C=CC3C(=CC=CC=3)C=2C2C3C(=CC=CC=3)C=CC=2P(C2C=CC=CC=2)C2C=CC=CC=2)C2C=CC=CC=2)=CC=1>C1(C)C=CC=CC=1.C([O-])(=O)C.[Pd+2].C([O-])(=O)C>[C:1]1([S:7]([CH2:10][C:11]2[C:16]([C:17]([O:19][CH3:20])=[O:18])=[C:15]([NH:44][CH2:43][CH2:42][NH:41][C:39]([O:38][C:34]([CH3:37])([CH3:36])[CH3:35])=[O:40])[C:14]([C:29]3[CH:33]=[CH:32][O:31][CH:30]=3)=[CH:13][CH:12]=2)(=[O:9])=[O:8])[CH:2]=[CH:3][CH:4]=[CH:5][CH:6]=1 |f:2.3.4,7.8.9|. Procedure: A solution of methyl 6-(benzenesulphonylmethyl)-3-(furan-3-yl)-2-(trifluoromethanesulphonyloxy)benzoate (Intermediate 123, 0.05 g), N-(t-butoxycarbonyl)ethylenediamine (0.048 g), palladium acetate (0.006 g), cesium carbonate (0.065 g) and (+/−)BINAP (0.034 g) in toluene (1.5 ml) was stirred and heated at 100° C., under nitrogen for 20 hours. After cooling, the reaction mixture was partitioned between water and ethyl acetate. The organic layer was dried (Na2SO4) and filtered. The filtrate was eva... Starting materials: IC1=CC=C(C=C1)I (1,4-Diiodobenzene), C(C)NCC (diethylamine), C(CC)C1=CC=C(C=C1)C#C (4-propylphenylacetylene). The reagents and catalysts are [Cu](I)I (copper iodide), Cl[Pd]([P](C1=CC=CC=C1)(C2=CC=CC=C2)C3=CC=CC=C3)([P](C4=CC=CC=C4)(C5=CC=CC=C5)C6=CC=CC=C6)Cl (dichlorobis(triphenylphosphine)palladium(II)). Run in O (water). Yields the product C(CC)C1=CC=C(C=C1)C#CC1=CC=C(C=C1)C#CC1=CC=C(C=C1)CCC (1,4-bis-(4-propylphenyl-ethynyl)benzene). Reaction SMILES: I[C:2]1[CH:7]=[CH:6][C:5](I)=[CH:4][CH:3]=1.C(N[CH2:12][CH3:13])C.[CH2:14]([C:17]1[CH:22]=[CH:21][C:20]([C:23]#[CH:24])=[CH:19][CH:18]=1)[CH2:15][CH3:16]>[Cu](I)I.Cl[Pd](Cl)([P](C1C=CC=CC=1)(C1C=CC=CC=1)C1C=CC=CC=1)[P](C1C=CC=CC=1)(C1C=CC=CC=1)C1C=CC=CC=1.O>[CH2:21]([C:2]1[CH:7]=[CH:6][C:5]([C:24]#[C:23][C:20]2[CH:19]=[CH:18][C:17]([C:14]#[C:15][C:16]3[CH:19]=[CH:18][C:17]([CH2:22][CH2:12][CH3:13])=[CH:14][CH:15]=3)=[CH:22][CH:21]=2)=[CH:4][CH:3]=1)[CH2:20][CH3:23] |^1:30,49|. Procedure details: 1,4-Diiodobenzene (2.5 g, 7.57 mmol) was added to diethylamine (80 ml) in nitrogen gas stream, followed by agitating the mixture at room temperature, successively adding copper iodide (60 mg) and dichlorobis(triphenylphosphine)palladium(II) (100 mg), adding 4-propylphenylacetylene (4.37 g, 30 mmol) in several steps, agitating the reaction mixture at room temperature overnight, adding water (200 ml), extracting the resulting deposited crystals with toluene (100 ml), washing the toluene solution w...